This data is from the Open Reaction Database (ORD), a public repository of structured organic reaction records. The task is: describe an organic reaction: reactants, conditions, products, and yield The reactants are [N+](=O)([O-])C1=CC=C(C=C1)CCC(=O)N (3-(4-nitrophenyl)propanamide), COC1=CC=C(C=C1)P1(SP(S1)(C1=CC=C(C=C1)OC)=S)=S (2,4-bis(4-methoxyphenyl)-1,3-dithia-2,4-diphosphetane-2,4-disulfide). Run in N1=CC=CC=C1 (pyridine). Conditions: temperature 50 celsius, time 15 hour. Yields the product [N+](=O)([O-])C1=CC=C(C=C1)CCC(N)=S (3-(4-nitrophenyl)propanethioamide). Isolated yield 95.0%. As a reaction SMILES: [N+:1]([C:4]1[CH:9]=[CH:8][C:7]([CH2:10][CH2:11][C:12]([NH2:14])=O)=[CH:6][CH:5]=1)([O-:3])=[O:2].COC1C=CC(P2(=S)SP(=S)(C3C=CC(OC)=CC=3)[S:24]2)=CC=1>N1C=CC=CC=1>[N+:1]([C:4]1[CH:9]=[CH:8][C:7]([CH2:10][CH2:11][C:12](=[S:24])[NH2:14])=[CH:6][CH:5]=1)([O-:3])=[O:2]. Procedure: A mixture of 3-(4-nitrophenyl)propanamide (0.50 g), 2,4-bis(4-methoxyphenyl)-1,3-dithia-2,4-diphosphetane-2,4-disulfide (0.81 g) and pyridine (5 mL) was stirred at 50° C. for 15 hrs. The reaction mixture was concentrated, and 1N hydrochloric acid was added to the obtained residue and the mixture was extracted with ethyl acetate. The organic layer was washed with saturated brine, dried over anhydrous magnesium sulfate and concentrated. The residue was subjected to silica gel column chromatography... Reactants: C(C)OC=1C=C(C=C2CCC3=C2N=C2N(C3=O)C=C(C=C2)C(=O)O)C=CC1 (3-(3-ethoxy-benzylidene)-1,2,3,10-tetrahydro-10-oxo-cyclopenta[d]pyrido[1,2-a]pyrimidine-7-carboxylic acid), Cl (HCl). Solvent: C(C)(=O)O (acetic acid). Product: OC=1C=C(C=C2CCC3=C2N=C2N(C3=O)C=C(C=C2)C(=O)O)C=CC1 (3-(3-hydroxy-benzylidene)-1,2,3,10-tetrahydro-10-oxo-cyclopenta[d]pyrido[1,2-a]pyrimidine-7-carboxylic acid). The yield is 74.3%. RXN SMILES: C([O:3][C:4]1[CH:5]=[C:6]([CH:25]=[CH:26][CH:27]=1)[CH:7]=[C:8]1[C:12]2[N:13]=[C:14]3[CH:21]=[CH:20][C:19]([C:22]([OH:24])=[O:23])=[CH:18][N:15]3[C:16](=[O:17])[C:11]=2[CH2:10][CH2:9]1)C.Cl>C(O)(=O)C>[OH:3][C:4]1[CH:5]=[C:6]([CH:25]=[CH:26][CH:27]=1)[CH:7]=[C:8]1[C:12]2[N:13]=[C:14]3[CH:21]=[CH:20][C:19]([C:22]([OH:24])=[O:23])=[CH:18][N:15]3[C:16](=[O:17])[C:11]=2[CH2:10][CH2:9]1. Procedure details: 3-(3-ethoxy-benzylidene)-1,2,3,10-tetrahydro-10-oxo-cyclopenta[d]pyrido[1,2-a]pyrimidine-7-carboxylic acid (2.7 g), prepared according to Example 4, was heated with 37% HCl (54 ml) in acetic acid (54 ml) under stirring at reflux temperature for 20 hours. After cooling the precipitate was filtered, washed with water and then treated with aqueous sodium acetate under stirring: filtration and crystallization of the precipitate from dimethylformamide gave 1.85 g of 3-(3-hydroxy-benzylidene)-1,2,3,10... Starting materials: ClCCCN1C=NC2=C1C=CC=C2 (1-(3-chloropropyl)-1H-benzimidazole), ClC1=CC=C(C=C1)C1(CCNCC1)O (4-(4-chlorophenyl)-4-piperidinol), C([O-])([O-])=O.[Na+].[Na+] (sodium carbonate), [I-].[K+] (potassium iodide). The solvent is O (water), O (water), CC(CC(C)=O)C (4-methyl-2-pentanone). The product is N1(C=NC2=C1C=CC=C2)CCCN2CCC(CC2)(O)C2=CC=C(C=C2)Cl (1-[3-(1H-benzimidazol-1-yl)propyl]-4-(4-chlorophenyl)-4-piperidinol). Isolated yield 67.6%. RXN SMILES: Cl[CH2:2][CH2:3][CH2:4][N:5]1[C:9]2[CH:10]=[CH:11][CH:12]=[CH:13][C:8]=2[N:7]=[CH:6]1.[Cl:14][C:15]1[CH:20]=[CH:19][C:18]([C:21]2([OH:27])[CH2:26][CH2:25][NH:24][CH2:23][CH2:22]2)=[CH:17][CH:16]=1.C(=O)([O-])[O-].[Na+].[Na+].[I-].[K+]>O.CC(C)CC(=O)C>[N:5]1([CH2:4][CH2:3][CH2:2][N:24]2[CH2:23][CH2:22][C:21]([C:18]3[CH:19]=[CH:20][C:15]([Cl:14])=[CH:16][CH:17]=3)([OH:27])[CH2:26][CH2:25]2)[C:9]2[CH:10]=[CH:11][CH:12]=[CH:13][C:8]=2[N:7]=[CH:6]1 |f:2.3.4,5.6|. Procedure details: A mixture of 4.86 parts of 1-(3-chloropropyl)-1H-benzimidazole, 4.24 parts of 4-(4-chlorophenyl)-4-piperidinol, 5.3 parts of sodium carbonate, 0.1 parts of potassium iodide and 200 parts of 4-methyl-2-pentanone is stirred and refluxed for 20 hours with water-separator. The reaction mixture is cooled, water is added and the layers are separated. The organic phase is dried, filtered and evaporated. The residue is crystallized from 4-methyl-2-pentanone. The product is filtered off and dried, yieldi... Reactants: CC(=O)N1CCCC(CO)(Cc2ccc(C)cc2)C1, C[N+]1([O-])CCOCC1, ClCCl. Yields the product CC(=O)N1CCCC(C=O)(Cc2ccc(C)cc2)C1. Reaction SMILES: [C:9]([CH3:10])(=[O:11])[N:12]1[CH2:13][C:14]([CH2:18][c:19]2[cH:20][cH:21][c:22]([CH3:25])[cH:23][cH:24]2)([CH2:26][OH:27])[CH2:15][CH2:16][CH2:17]1.[CH3:1][N+:2]1([O-:3])[CH2:4][CH2:5][O:6][CH2:7][CH2:8]1.[Cl:28][CH2:29][Cl:30]>>[C:9]([CH3:10])(=[O:11])[N:12]1[CH2:13][C:14]([CH2:18][c:19]2[cH:20][cH:21][c:22]([CH3:25])[cH:23][cH:24]2)([CH:26]=[O:27])[CH2:15][CH2:16][CH2:17]1. The reactants are O=C([O-])O, CCO, Cl, COC(=O)c1ccc(-c2ccc(OC)c(-c3ccc(C(F)(F)F)cc3CN3C(=O)OC(c4cc(C(F)(F)F)cc(C(F)(F)F)c4)C3C)c2)cc1, [K+], [Na+], [OH-]. The product is COc1ccc(-c2ccc(C(=O)O)cc2)cc1-c1ccc(C(F)(F)F)cc1CN1C(=O)OC(c2cc(C(F)(F)F)cc(C(F)(F)F)c2)C1C. RXN SMILES: [C:54](=[O:55])([OH:56])[O-:57].[CH3:59][CH2:60][OH:61].[ClH:53].[F:1][C:2]([c:3]1[cH:4][c:5]([CH:13]2[CH:14]([CH3:48])[N:15]([CH2:19][c:20]3[c:21](-[c:30]4[cH:31][c:32](-[c:38]5[cH:39][cH:40][c:41]([C:44](=[O:45])[O:46][CH3:47])[cH:42][cH:43]5)[cH:33][cH:34][c:35]4[O:36][CH3:37])[cH:22][cH:23][c:24]([C:26]([F:27])([F:28])[F:29])[cH:25]3)[C:16](=[O:18])[O:17]2)[cH:6][c:7]([C:9]([F:10])([F:11])[F:12])[cH:8]1)([F:49])[F:50].[K+:52].[Na+:58].[OH-:51]>>[F:1][C:2]([c:3]1[cH:4][c:5]([CH:13]2[CH:14]([CH3:48])[N:15]([CH2:19][c:20]3[c:21](-[c:30]4[cH:31][c:32](-[c:38]5[cH:39][cH:40][c:41]([C:44](=[O:45])[OH:46])[cH:42][cH:43]5)[cH:33][cH:34][c:35]4[O:36][CH3:37])[cH:22][cH:23][c:24]([C:26]([F:27])([F:28])[F:29])[cH:25]3)[C:16](=[O:18])[O:17]2)[cH:6][c:7]([C:9]([F:10])([F:11])[F:12])[cH:8]1)([F:49])[F:50].